describe an organic reaction: reactants, conditions, products, and yield From a dataset of the Open Reaction Database (ORD), a public repository of structured organic reaction records. Reactants: C(CC(=O)OCC)(=O)OCC (Diethyl malonate), ClC1=CC=C(C=C1)C1=CC=C(O1)C=O (5-(p-chlorophenyl)-2-furaldehyde), C(C1=CC=CC=C1)(=O)O (benzoic acid), N1CCCCC1 (piperidine). Run in C1=CC=CC=C1 (benzene), O (water). Yields the product ClC1=CC=C(C=C1)C1=CC=C(C=C(C(=O)OCC)C(=O)OCC)O1 (Diethyl [5-(4-Chlorophenyl)furfurylidene]malonate). As a reaction SMILES: [C:1]([O:9][CH2:10][CH3:11])(=[O:8])[CH2:2][C:3]([O:5][CH2:6][CH3:7])=[O:4].[Cl:12][C:13]1[CH:18]=[CH:17][C:16]([C:19]2[O:23][C:22]([CH:24]=O)=[CH:21][CH:20]=2)=[CH:15][CH:14]=1.C(O)(=O)C1C=CC=CC=1.N1CCCCC1>C1C=CC=CC=1.O>[Cl:12][C:13]1[CH:14]=[CH:15][C:16]([C:19]2[O:23][C:22]([CH:24]=[C:2]([C:3]([O:5][CH2:6][CH3:7])=[O:4])[C:1]([O:9][CH2:10][CH3:11])=[O:8])=[CH:21][CH:20]=2)=[CH:17][CH:18]=1. Procedure: Diethyl malonate (88 g, 0.55 mole) and 5-(p-chlorophenyl)-2-furaldehyde (104 g, 0.50 mole) were placed in 1.0 liter of benzene containing benzoic acid (10 g) and piperidine (18 ml). The 2.0 liter flask was equipped with a Dean-Stark trap for water removal, and the mixture was refluxed for 4 hours on a steam bath. The mixture was concentrated to an oil under reduced pressure. Washing the residue with benzene (500 ml) yielded a dark solid which was recrystallized from cyclohexane yielding yellow p... Reactants: CC(=O)OCc1ccc2nc(Cl)nc(Cl)c2n1, C1COCCN1, CCO. As a reaction SMILES: [C:1]([CH3:2])(=[O:3])[O:4][CH2:5][c:6]1[cH:7][cH:8][c:9]2[n:10][c:11]([Cl:17])[n:12][c:13]([Cl:16])[c:14]2[n:15]1.[CH2:18]1[CH2:19][O:20][CH2:21][CH2:22][NH:23]1.[CH3:24][CH2:25][OH:26]>>[C:1]([CH3:2])(=[O:3])[O:4][CH2:5][c:6]1[cH:7][cH:8][c:9]2[n:10][c:11]([Cl:17])[n:12][c:13]([N:23]3[CH2:18][CH2:19][O:20][CH2:21][CH2:22]3)[c:14]2[n:15]1. Product: CC(=O)OCc1ccc2nc(Cl)nc(N3CCOCC3)c2n1. The reactants are C1CCOC1, CCOC(=O)CP(=O)(OCC)OCC, O=Cc1ccc2ccccc2c1, [H-], [Na+]. The product is CCOC(=O)C=Cc1ccc2ccccc2c1. Reaction SMILES: [CH2:29]1[O:30][CH2:31][CH2:32][CH2:33]1.[CH3:1][CH2:2][O:3][C:4](=[O:5])[CH2:6][P:7]([O:8][CH2:9][CH3:10])([O:11][CH2:12][CH3:13])=[O:14].[CH:17](=[O:18])[c:19]1[cH:20][cH:21][c:22]2[cH:23][cH:24][cH:25][cH:26][c:27]2[cH:28]1.[H-:15].[Na+:16]>>[CH3:1][CH2:2][O:3][C:4](=[O:5])[CH:6]=[CH:17][c:19]1[cH:20][cH:21][c:22]2[cH:23][cH:24][cH:25][cH:26][c:27]2[cH:28]1. Starting materials: ClCCCBr, O=C([O-])O, CN(C)C=O, [H-], [Na+], [Na+], O=C(O)c1ccccc1S. Yields the product O=C(O)c1ccccc1SCCCCl. As a reaction SMILES: [Br:13][CH2:14][CH2:15][CH2:16][Cl:17].[C:18](=[O:19])([OH:20])[O-:21].[CH3:23][N:24]([CH3:25])[CH:26]=[O:27].[H-:11].[Na+:12].[Na+:22].[OH:1][C:2](=[O:3])[c:4]1[cH:5][cH:6][cH:7][cH:8][c:9]1[SH:10]>>[OH:1][C:2](=[O:3])[c:4]1[cH:5][cH:6][cH:7][cH:8][c:9]1[S:10][CH2:14][CH2:15][CH2:16][Cl:17]. Starting materials: C=CCC1(C2=CCN(C)CC2)c2ccccc2CCc2ccccc21, CCCCCC, CCO, [H][H]. The product is CCCC1(C2=CCN(C)CC2)c2ccccc2CCc2ccccc21. RXN SMILES: [CH2:1]([CH:2]=[CH2:3])[C:4]1([C:19]2=[CH:20][CH2:21][N:22]([CH3:25])[CH2:23][CH2:24]2)[c:5]2[c:6]([cH:15][cH:16][cH:17][cH:18]2)[CH2:7][CH2:8][c:9]2[c:10]1[cH:11][cH:12][cH:13][cH:14]2.[CH3:28][CH2:29][CH2:30][CH2:31][CH2:32][CH3:33].[CH3:34][CH2:35][OH:36].[H:26][H:27]>>[CH2:1]([CH2:2][CH3:3])[C:4]1([C:19]2=[CH:20][CH2:21][N:22]([CH3:25])[CH2:23][CH2:24]2)[c:5]2[c:6]([cH:15][cH:16][cH:17][cH:18]2)[CH2:7][CH2:8][c:9]2[c:10]1[cH:11][cH:12][cH:13][cH:14]2.